From a dataset of the Open Reaction Database (ORD), a public repository of structured organic reaction records. describe an organic reaction: reactants, conditions, products, and yield Starting materials: ClC=1C=C(C=C(C1)Cl)CS(=O)(=O)C=1C=C2/C(/C(NC2=CC1)=O)=C/C1=C(C(=C(N1)C)C(=O)O)C (5-[5-(3,5-Dichloro-phenylmethanesulfonyl)-2-oxo-1,2-dihydro-indol-(3Z)-ylidenemethyl]-2,4-dimethyl-1H-pyrrole-3-carboxylic acid), CCN=C=NCCCN(C)C.Cl (EDAC.HCl), TEA, CN1CCNCC1 (1-methyl-piperazine), C=1C=CC2=C(C1)N=NN2O (HOBt). Yields the product ClC=1C=C(C=C(C1)Cl)CS(=O)(=O)C=1C=C2/C(/C(NC2=CC1)=O)=C/C=1NC(=C(C1C)C(=O)N1CCN(CC1)C)C (5-(3,5-Dichloro-phenylmethanesulfonyl)-3-[1-[3,5-dimethyl-4-(4-methyl-piperazine-1-carbonyl)-1H-pyrrol-2-yl]-meth-(Z)-ylidene]-1,3-dihydro-indol-2-one). Reaction SMILES: [Cl:1][C:2]1[CH:3]=[C:4]([CH2:9][S:10]([C:13]2[CH:14]=[C:15]3[C:19](=[CH:20][CH:21]=2)[NH:18][C:17](=[O:22])/[C:16]/3=[CH:23]\[C:24]2[NH:28][C:27]([CH3:29])=[C:26]([C:30](O)=[O:31])[C:25]=2[CH3:33])(=[O:12])=[O:11])[CH:5]=[C:6]([Cl:8])[CH:7]=1.[CH3:34][N:35]1[CH2:40][CH2:39][NH:38][CH2:37][CH2:36]1.C1C=CC2N(O)N=NC=2C=1.CCN=C=NCCCN(C)C.Cl>>[Cl:1][C:2]1[CH:3]=[C:4]([CH2:9][S:10]([C:13]2[CH:14]=[C:15]3[C:19](=[CH:20][CH:21]=2)[NH:18][C:17](=[O:22])/[C:16]/3=[CH:23]\[C:24]2[NH:28][C:27]([CH3:29])=[C:26]([C:30]([N:38]3[CH2:39][CH2:40][N:35]([CH3:34])[CH2:36][CH2:37]3)=[O:31])[C:25]=2[CH3:33])(=[O:12])=[O:11])[CH:5]=[C:6]([Cl:8])[CH:7]=1 |f:3.4|. Procedure: 5-[5-(3,5-Dichloro-phenylmethanesulfonyl)-2-oxo-1,2-dihydro-indol-(3Z)-ylidenemethyl]-2,4-dimethyl-1H-pyrrole-3-carboxylic acid (120 mg, 0.24 mmol) was coupled with 1-methyl-piperazine (30 mg, 1.2 eq.) using HOBt (1.2 eq.), EDAC.HCl (1.2 eq.) and TEA (3 eq.) to give the titled compound. RXN SMILES: [Br-:15].[CH3:16][Mg+:17].[CH3:1][O:2][N:3]([C:4](=[O:5])[c:6]1[n:7][n:8]([CH3:13])[c:9]([CH2:11][CH3:12])[cH:10]1)[CH3:14].[Cl-:18].[NH4+:19].[O:20]1[CH2:21][CH2:22][CH2:23][CH2:24]1>>[C:4](=[O:5])([c:6]1[n:7][n:8]([CH3:13])[c:9]([CH2:11][CH3:12])[cH:10]1)[CH3:16]. Product: CCc1cc(C(C)=O)nn1C. Reactants: [Br-], C[Mg+], CCc1cc(C(=O)N(C)OC)nn1C, [Cl-], [NH4+], C1CCOC1. Starting materials: O=C([O-])[O-], CC1(C)CCCC2(C)C1CCC(C)(O)C2COS(C)(=O)=O, COc1cc(S)cc(OC)c1, CC#N, [Cs+], [Cs+]. Product: COc1cc(OC)cc(SCC2C(C)(O)CCC3C(C)(C)CCCC32C)c1. Reaction SMILES: [C:33](=[O:34])([O-:35])[O-:36].[CH3:12][S:13]([O:14][CH2:17][CH:18]1[C:19]([CH3:31])([OH:32])[CH2:20][CH2:21][CH:22]2[C:23]([CH3:29])([CH3:30])[CH2:24][CH2:25][CH2:26][C:27]12[CH3:28])(=[O:15])=[O:16].[CH3:1][O:2][c:3]1[cH:4][c:5]([SH:11])[cH:6][c:7]([O:9][CH3:10])[cH:8]1.[CH3:39][C:40]#[N:41].[Cs+:37].[Cs+:38]>>[CH3:1][O:2][c:3]1[cH:4][c:5]([S:11][CH2:17][CH:18]2[C:19]([CH3:31])([OH:32])[CH2:20][CH2:21][CH:22]3[C:23]([CH3:29])([CH3:30])[CH2:24][CH2:25][CH2:26][C:27]23[CH3:28])[cH:6][c:7]([O:9][CH3:10])[cH:8]1.